This data is from the Open Reaction Database (ORD), a public repository of structured organic reaction records. The task is: describe an organic reaction: reactants, conditions, products, and yield Reactants: ClC1=CC2=C(SC3=C2C=CC=C3)C=N1 (2-chloro-3-azadibenzothiophene), C1(=CC=CC=C1)B(O)O (phenylboronic acid), C1(CCCCC1)P(C1=C(C=CC=C1)C1=C(C=CC=C1OC)OC)C1CCCCC1 (dicyclohexyl(2′,6′-dimethoxybiphenyl-2-yl)phosphine), P(=O)([O-])([O-])[O-].[K+].[K+].[K+] (potassium phosphate). Run in C1(=CC=CC=C1)C (toluene), O (water). Product: C1(=CC=CC=C1)C1=CC2=C(SC3=C2C=CC=C3)C=N1 (2-phenyl-3-azadibenzothiophene). Yield: 26.9%. As a reaction SMILES: Cl[C:2]1[N:14]=[CH:13][C:5]2[S:6][C:7]3[CH:12]=[CH:11][CH:10]=[CH:9][C:8]=3[C:4]=2[CH:3]=1.[C:15]1(B(O)O)[CH:20]=[CH:19][CH:18]=[CH:17][CH:16]=1.C1(P(C2CCCCC2)C2C=CC=CC=2C2C(OC)=CC=CC=2OC)CCCCC1.P([O-])([O-])([O-])=O.[K+].[K+].[K+]>C1(C)C=CC=CC=1.O>[C:15]1([C:2]2[N:14]=[CH:13][C:5]3[S:6][C:7]4[CH:12]=[CH:11][CH:10]=[CH:9][C:8]=4[C:4]=3[CH:3]=2)[CH:20]=[CH:19][CH:18]=[CH:17][CH:16]=1 |f:3.4.5.6|. Procedure: 2-chloro-3-azadibenzothiophene (1.3 g, 5.7 mmol), phenylboronic acid (0.87 g, 7.1 mmol), dicyclohexyl(2′,6′-dimethoxybiphenyl-2-yl)phosphine (S-Phos) (0.09 g, 0.23 mmol), and potassium phosphate (3.3 g, 14.3 mmol) were mixed in 60 mL of toluene and 6 mL of water. Nitrogen is bubbled directly into the mixture for 30 minutes. Next, Pd2(dba)3 was added (0.05 g, 0.05 mmol) and the mixture was heated to reflux under nitrogen for 3 days. The mixture was cooled and the organic layer was separated. The ... The reactants are C(C)(C)(C)OC(=O)N1[C@@H](CCC1)C(NC1=C(C=CC=C1)C1=C(C=CC=C1)NC(=O)[C@H]1N(CCC1)C(=O)[O-])=O ((2S,2′S)-tert-butyl-2,2′-(biphenyl-2,2′-diylbis(azanediyl))bis(oxomethylene)dipyrrolidine-1-carboxylate), Cl.O1CCOCC1 (HCl dioxane). Conditions: time 4 hour. The product is C1(=C(C=CC=C1)NC(=O)[C@H]1NCCC1)C1=C(C=CC=C1)NC(=O)[C@H]1NCCC1 ((2S,2′S)—N,N′-(biphenyl-2,2′-diyl)dipyrrolidine-2-carboxamide). Reaction SMILES: C(OC([N:8]1[CH2:12][CH2:11][CH2:10][C@H:9]1[C:13](=[O:38])[NH:14][C:15]1[CH:20]=[CH:19][CH:18]=[CH:17][C:16]=1[C:21]1[CH:26]=[CH:25][CH:24]=[CH:23][C:22]=1[NH:27][C:28]([C@@H:30]1[CH2:34][CH2:33][CH2:32][N:31]1C([O-])=O)=[O:29])=O)(C)(C)C.Cl.O1CCOCC1>>[C:16]1([C:21]2[CH:26]=[CH:25][CH:24]=[CH:23][C:22]=2[NH:27][C:28]([C@@H:30]2[CH2:34][CH2:33][CH2:32][NH:31]2)=[O:29])[CH:17]=[CH:18][CH:19]=[CH:20][C:15]=1[NH:14][C:13]([C@@H:9]1[CH2:10][CH2:11][CH2:12][NH:8]1)=[O:38] |f:1.2|. Procedure details: (2S,2′S)-tert-butyl-2,2′-(biphenyl-2,2′-diylbis(azanediyl))bis(oxomethylene)dipyrrolidine-1-carboxylate d (0.140 g, 0.24 mmol) was suspended in a solution of 4M HCl/dioxane and stirred at room temperature for 4 h until LCMS indicated complete deprotection. The reaction mixture was concentrated to give (2S,2′S)—N,N′-(biphenyl-2,2′-diyl)dipyrrolidine-2-carboxamide e (0.09 g, 100%). LC/MS: mw 378.47; M+H+=379.2. Starting materials: COC1=C(C(=O)Cl)C=CC=C1 (2-methoxybenzoyl chloride), BrC1=C(C(=O)O)C=C(C=C1)OC (2-bromo-5-methoxybenzoic acid), halogen-lithium. The product is COC=1C=CC(=C(C(=O)O)C1)C(C1=C(C=CC=C1)OC)=O (5-methoxy-2-(2-methoxybenzoyl)benzoic acid). RXN SMILES: [CH3:1][O:2][C:3]1[CH:11]=[CH:10][CH:9]=[CH:8][C:4]=1[C:5](Cl)=[O:6].Br[C:13]1[CH:21]=[CH:20][C:19]([O:22][CH3:23])=[CH:18][C:14]=1[C:15]([OH:17])=[O:16]>>[CH3:23][O:22][C:19]1[CH:20]=[CH:21][C:13]([C:5](=[O:6])[C:4]2[CH:8]=[CH:9][CH:10]=[CH:11][C:3]=2[O:2][CH3:1])=[C:14]([CH:18]=1)[C:15]([OH:17])=[O:16]. Procedure: This compound is obtained according to the procedure described in 1.1. by reacting 2-methoxybenzoyl chloride and 2-bromo-5-methoxybenzoic acid after halogen-lithium exchange. It is used in crude form in the following reaction. The reactants are O=C1CCC(=O)N1Br, O=C(OOC(=O)c1ccccc1)c1ccccc1, ClC(Cl)(Cl)Cl, CC=Cc1nc2ccc(C)cc2c(=O)[nH]1. The product is Cc1ccc2nc(C=CCBr)[nH]c(=O)c2c1. As a reaction SMILES: [Br:1][N:2]1[C:3](=[O:4])[CH2:5][CH2:6][C:7]1=[O:8].[C:24]([O:25][O:26][C:27](=[O:28])[c:29]1[cH:30][cH:31][cH:32][cH:33][cH:34]1)(=[O:35])[c:36]1[cH:37][cH:38][cH:39][cH:40][cH:41]1.[C:42]([Cl:43])([Cl:44])([Cl:45])[Cl:46].[CH:9](=[CH:10][CH3:11])[c:12]1[n:13][c:14]2[cH:15][cH:16][c:17]([CH3:23])[cH:18][c:19]2[c:20](=[O:22])[nH:21]1>>[Br:1][CH2:11][CH:10]=[CH:9][c:12]1[n:13][c:14]2[cH:15][cH:16][c:17]([CH3:23])[cH:18][c:19]2[c:20](=[O:22])[nH:21]1. Reactants: CCOC(C)=O, CN(CCS(C)(=O)=O)C(=O)OC(C)(C)C, CCOC(C)=O, Cl. Product: CNCCS(C)(=O)=O, Cl. RXN SMILES: [C:16]([O:17][CH2:18][CH3:19])(=[O:20])[CH3:21].[CH3:1][N:2]([C:3](=[O:4])[O:5][C:6]([CH3:7])([CH3:8])[CH3:9])[CH2:10][CH2:11][S:12](=[O:13])(=[O:14])[CH3:15].[CH3:23][CH2:24][O:25][C:26](=[O:27])[CH3:28].[ClH:22]>>[CH3:1][NH:2][CH2:10][CH2:11][S:12](=[O:13])(=[O:14])[CH3:15].[ClH:22].